describe an organic reaction: reactants, conditions, products, and yield From a dataset of the Open Reaction Database (ORD), a public repository of structured organic reaction records. Reactants: CCN(C(C)C)C(C)C, ClCCl, O=C(Cl)c1ccc(NC(=O)c2ccccc2-c2ccccc2)cc1Cl, c1ccc2c(c1)CNc1cccnc1O2. The product is O=C(Nc1ccc(C(=O)N2Cc3ccccc3Oc3ncccc32)c(Cl)c1)c1ccccc1-c1ccccc1. RXN SMILES: [CH:41]([N:42]([CH2:43][CH3:44])[CH:45]([CH3:46])[CH3:47])([CH3:48])[CH3:49].[Cl:50][CH2:51][Cl:52].[c:16]1(-[c:35]2[cH:36][cH:37][cH:38][cH:39][cH:40]2)[c:17]([C:22](=[O:23])[NH:24][c:25]2[cH:26][c:27]([Cl:34])[c:28]([C:29](=[O:30])[Cl:31])[cH:32][cH:33]2)[cH:18][cH:19][cH:20][cH:21]1.[n:1]1[cH:2][cH:3][cH:4][c:5]2[c:6]1[O:7][c:8]1[c:9]([cH:12][cH:13][cH:14][cH:15]1)[CH2:10][NH:11]2>>[n:1]1[cH:2][cH:3][cH:4][c:5]2[c:6]1[O:7][c:8]1[c:9]([cH:12][cH:13][cH:14][cH:15]1)[CH2:10][N:11]2[C:29]([c:28]1[c:27]([Cl:34])[cH:26][c:25]([NH:24][C:22]([c:17]2[c:16](-[c:35]3[cH:36][cH:37][cH:38][cH:39][cH:40]3)[cH:21][cH:20][cH:19][cH:18]2)=[O:23])[cH:33][cH:32]1)=[O:30]. Reactants: Cl (hydrochloric acid), C(C)C1=NC2=CC=C(N=C2C(=C1)OCC1=CC=C(C=C1)C1=C(C=CC=C1)C=1N=NN(N1)C(C1=CC=CC=C1)(C1=CC=CC=C1)C1=CC=CC=C1)OCC(=O)OCC (2-ethyl-6-(ethoxycarbonylmethoxy)-4-[(2'-(2-triphenylmethyl-2H-tetrazol-5-yl)biphenyl-4-yl)methoxy]-1,5-naphthyridine). Solvent: C(C)O (ethanol). Reaction conditions: time 3 hour. Product: Cl.N1=CC=CC2=NC=CC=C12 (1,5-naphthyridine hydrochloride). RXN SMILES: [ClH:1].C([C:4]1[CH:13]=[C:12](OCC2C=CC(C3C=CC=CC=3C3N=NN(C(C4C=CC=CC=4)(C4C=CC=CC=4)C4C=CC=CC=4)N=3)=CC=2)[C:11]2[C:6](=[CH:7][CH:8]=[C:9](OCC(OCC)=O)[N:10]=2)[N:5]=1)C>C(O)C>[ClH:1].[N:5]1[C:6]2[C:11](=[N:10][CH:9]=[CH:8][CH:7]=2)[CH:12]=[CH:13][CH:4]=1 |f:3.4|. Procedure details: Concentrated hydrochloric acid (1.6 ml) was added to a suspension of 2-ethyl-6-(ethoxycarbonylmethoxy)-4-[(2'-(2-triphenylmethyl-2H-tetrazol-5-yl)biphenyl-4-yl)methoxy]-1,5-naphthyridine (A) (0.61 g) in ethanol (9.7 ml) and the resulting solution was stirred for three hours. The precipitated solid was collected by filtration and recrystallised from methanol to give 2-ethyl-6-(ethoxycarbonylmethoxy)-4-[2'-(1H-tetrazol-5-yl)biphenyl-4-yl)methoxy]-1,5-naphthyridine hydrochloride (0.139 g), as a whi... Procedure details: [7-(1-Methyl-1H-imidazol-4-yl)-pyrrolo[2,1-f][1,2,4]triazin-2-yl]-(4-morpholin-4-yl-phenyl)-amine was prepared from 4-bromo-1-methyl-1H-imidazole and (4-morpholin-4-yl-phenyl)-[7-(4,4,5,5-tetramethyl-[1,3,2]dioxaborolan-2-yl)-pyrrolo[2,1-f][1,2,4]triazin-2-yl]-amine in an analogous manner to Example 1042b. Product isolated as a yellow foam (7 mg, 7%). LCMS (m/e) 376 (M+H); 1H-NMR (CDCl3, 400 MHz) δ 8.64 (s, 1H), 7.92 (d, 1H, J=1.2 Hz), 7.55 (d, 2H, J=8.9 Hz), 5.52 (s, 1H), 7.27 (d, 1H, J=4.8 Hz)... Isolated yield 7.0%. Reaction SMILES: Br[C:2]1[N:3]=[CH:4][N:5]([CH3:7])[CH:6]=1.[N:8]1([C:14]2[CH:19]=[CH:18][C:17]([NH:20][C:21]3[N:26]=[CH:25][C:24]4=[CH:27][CH:28]=[C:29](B5OC(C)(C)C(C)(C)O5)[N:23]4[N:22]=3)=[CH:16][CH:15]=2)[CH2:13][CH2:12][O:11][CH2:10][CH2:9]1>>[CH3:7][N:5]1[CH:6]=[C:2]([C:29]2[N:23]3[C:24]([CH:25]=[N:26][C:21]([NH:20][C:17]4[CH:18]=[CH:19][C:14]([N:8]5[CH2:13][CH2:12][O:11][CH2:10][CH2:9]5)=[CH:15][CH:16]=4)=[N:22]3)=[CH:27][CH:28]=2)[N:3]=[CH:4]1. Yields the product CN1C=NC(=C1)C1=CC=C2C=NC(=NN21)NC2=CC=C(C=C2)N2CCOCC2 ([7-(1-Methyl-1H-imidazol-4-yl)-pyrrolo[2,1-f][1,2,4]triazin-2-yl]-(4-morpholin-4-yl-phenyl)-amine), foam. Reactants: BrC=1N=CN(C1)C (4-bromo-1-methyl-1H-imidazole), N1(CCOCC1)C1=CC=C(C=C1)NC1=NN2C(C=N1)=CC=C2B2OC(C(O2)(C)C)(C)C ((4-morpholin-4-yl-phenyl)-[7-(4,4,5,5-tetramethyl-[1,3,2]dioxaborolan-2-yl)-pyrrolo[2,1-f][1,2,4]triazin-2-yl]-amine). Starting materials: CCOC(=O)c1ccccc1-c1ccc(CC2CCN(C3CCCCC3)C2=O)c(Cl)c1, CCO, [K+], [OH-], O. Product: O=C(O)c1ccccc1-c1ccc(CC2CCN(C3CCCCC3)C2=O)c(Cl)c1. RXN SMILES: [CH2:1]([CH3:2])[O:3][C:4](=[O:5])[c:6]1[c:7](-[c:12]2[cH:13][c:14]([Cl:31])[c:15]([CH2:18][CH:19]3[C:20](=[O:30])[N:21]([CH:24]4[CH2:25][CH2:26][CH2:27][CH2:28][CH2:29]4)[CH2:22][CH2:23]3)[cH:16][cH:17]2)[cH:8][cH:9][cH:10][cH:11]1.[CH3:35][CH2:36][OH:37].[K+:33].[OH-:32].[OH2:34]>>[O:3]=[C:4]([OH:5])[c:6]1[c:7](-[c:12]2[cH:13][c:14]([Cl:31])[c:15]([CH2:18][CH:19]3[C:20](=[O:30])[N:21]([CH:24]4[CH2:25][CH2:26][CH2:27][CH2:28][CH2:29]4)[CH2:22][CH2:23]3)[cH:16][cH:17]2)[cH:8][cH:9][cH:10][cH:11]1. The reactants are sulfone, ice water, sulfinyl, CSC=1SC=C(N1)C1=CC=CC=C1 (2-methylthio-4-phenyl-thiazole), ClC=1C=C(C(=O)OO)C=CC1 (m-chloro-peroxybenzoic acid), S1C=NC=C1 (thiazole). Solvent: C(Cl)Cl (methylene chloride). Conditions: time 90 minute. The product is CS(=O)C=1SC=C(N1)C1=CC=CC=C1 (2-methylsulfinyl-4-phenyl-thiazole). As a reaction SMILES: [CH3:1][S:2][C:3]1[S:4][CH:5]=[C:6]([C:8]2[CH:13]=[CH:12][CH:11]=[CH:10][CH:9]=2)[N:7]=1.ClC1C=C(C=CC=1)C(OO)=[O:19].S1C=CN=C1>C(Cl)Cl>[CH3:1][S:2]([C:3]1[S:4][CH:5]=[C:6]([C:8]2[CH:9]=[CH:10][CH:11]=[CH:12][CH:13]=2)[N:7]=1)=[O:19]. Procedure details: To a cooled (ice/water) solution of 8.9 g. of 2-methylthio-4-phenyl-thiazole pre-dissolved in 90 ml. of methylene chloride is added in portions over 5 minutes, 8.7 g. of m-chloro-peroxybenzoic acid. Examination by TLC after 90 minutes indicates the presence of essentially all of the sulfinyl compound (reaction complete) with a faint trace of sulfone and an even fainter trace of remaining thiazole starting material. The precipitated m-chloro-benzoic acid is filtered off and the methylene chloride... Reactants: Cl.CC1=NSC(=N1)C1CNCCC1 (3-methyl-5-(piperidin-3-yl)-1,2,4-thiadiazole hydrochloride), Cl (HCl), Cl.CCO (HCl EtOH), C([O-])([O-])=O.[K+].[K+] (potassium carbonate). The solvent is C(=O)O (formic acid), C=O (formaldehyde), C(C)(C)O (isopropanol), ClCCl (dichloromethane). The product is CC1=NSC(=N1)C1CN(CCC1)C (3-methyl-5-(1-methylpiperidin-3-yl)-1,2,4-thiadiazole). RXN SMILES: Cl.[CH3:2][C:3]1[N:7]=[C:6]([CH:8]2[CH2:13][CH2:12][CH2:11][NH:10][CH2:9]2)[S:5][N:4]=1.[C:14](=O)([O-])[O-].[K+].[K+].Cl.Cl.CCO>C(O)=O.C=O.C(O)(C)C.ClCCl>[CH3:2][C:3]1[N:7]=[C:6]([CH:8]2[CH2:13][CH2:12][CH2:11][N:10]([CH3:14])[CH2:9]2)[S:5][N:4]=1 |f:0.1,2.3.4,6.7|. Reported procedure: A solution of 12a (400 mg, 1.82 mmol) in formic acid (3 mL) and 37% formaldehyde (3 mL) was heated to 85° C. for 30 minutes. The cooled mixture was slowly added to a rapidly stirred mixture of saturated potassium carbonate (15 mL) and dichloromethane (20 mL). The aqueous layer was extracted again (3×20 mL) with dichloromethane. The organic layer was concentrated and the residue chromatographed over silica gel (6 g) with 8% methanol in dichloromethane to provide 190 mg of clear, pale amber oil. T...